From a dataset of the Open Reaction Database (ORD), a public repository of structured organic reaction records. describe an organic reaction: reactants, conditions, products, and yield Starting materials: OC1=CC=C(C=O)C=C1 (p-hydroxybenzaldehyde), C(C)(C)(C)OC(=O)N1C[C@@H](CC1)O ((3R)-1-tert-butoxycarbonyl-3-hydroxypyrrolidine), C1(=CC=CC=C1)P(C1=CC=CC=C1)C1=CC=CC=C1 (triphenylphosphine), N(=NC(=O)OCC)C(=O)OCC (diethyl azodicarboxylate). The solvent is O1CCCC1 (tetrahydrofuran). Product: C(C)(C)(C)OC(=O)N1C[C@H](CC1)OC1=CC=C(C=O)C=C1 (4-[((3S)-1-tert-butoxycarbonyl-3-pyrrolidinyl)oxy]benzaldehyde). The yield is 99.7%. Reaction SMILES: [OH:1][C:2]1[CH:9]=[CH:8][C:5]([CH:6]=[O:7])=[CH:4][CH:3]=1.[C:10]([O:14][C:15]([N:17]1[CH2:21][CH2:20][C@@H:19](O)[CH2:18]1)=[O:16])([CH3:13])([CH3:12])[CH3:11].C1(P(C2C=CC=CC=2)C2C=CC=CC=2)C=CC=CC=1.N(C(OCC)=O)=NC(OCC)=O>O1CCCC1>[C:10]([O:14][C:15]([N:17]1[CH2:21][CH2:20][C@H:19]([O:1][C:2]2[CH:9]=[CH:8][C:5]([CH:6]=[O:7])=[CH:4][CH:3]=2)[CH2:18]1)=[O:16])([CH3:13])([CH3:11])[CH3:12]. Procedure: In 40 ml of tetrahydrofuran were dissolved 1.31 g of p-hydroxybenzaldehyde, 1.87 g of (3R)-1-tert-butoxycarbonyl-3-hydroxypyrrolidine and 2.88 g of triphenylphosphine. With stirring at room temperature, 1.91 g of diethyl azodicarboxylate was added to the thus prepared solution, and the mixture was stirred for 45 minutes. After distilling off the solvent, the resulting residue was purified by subjecting it to silica gel column chromatography using a benzene/ethyl acetate mixture as an elution sol... Starting materials: BrC1=C(C2(C1=O)CCCCC2)N[C@H](C(=O)O)CC2=CC=C(C=C2)NC(C2=C(C=NC=C2Cl)Cl)=O (2(S)-[(2-Bromo-3-oxospiro[3.5]non-1-en-1-yl)amino]3-{4-[(3,5-dichloroisonicotinoyl)amino]phenyl}propanoic acid), Intermediate 16, C(C)(=O)OCC (ethyl acetate), Cl (hydrochloric acid), O (Water). The solvent is C(C)N(CC)CC (triethylamine). Run at time 1.5 hour. Yields the product O=C1C=C(C12CCCCC2)N[C@H](C(=O)OCCO)CC2=CC=C(C=C2)NC(C2=C(C=NC=C2Cl)Cl)=O (Hydroxyethyl 2(S)-[(3-oxospiro[3.5]non-1-en-1-yl)amino]-3-{4-[(3.5-dichloroisonicotinoyl)amino]phenyl}propanoate). Yield: 95.6%. Reaction SMILES: Br[C:2]1[C:5](=[O:6])[C:4]2([CH2:11][CH2:10][CH2:9][CH2:8][CH2:7]2)[C:3]=1[NH:12][C@@H:13]([CH2:17][C:18]1[CH:23]=[CH:22][C:21]([NH:24][C:25](=[O:34])[C:26]2[C:31]([Cl:32])=[CH:30][N:29]=[CH:28][C:27]=2[Cl:33])=[CH:20][CH:19]=1)[C:14]([OH:16])=[O:15].O.Cl.[C:37](OCC)(=[O:39])[CH3:38]>C(N(CC)CC)C>[O:6]=[C:5]1[C:4]2([CH2:11][CH2:10][CH2:9][CH2:8][CH2:7]2)[C:3]([NH:12][C@@H:13]([CH2:17][C:18]2[CH:23]=[CH:22][C:21]([NH:24][C:25](=[O:34])[C:26]3[C:31]([Cl:32])=[CH:30][N:29]=[CH:28][C:27]=3[Cl:33])=[CH:20][CH:19]=2)[C:14]([O:16][CH2:38][CH2:37][OH:39])=[O:15])=[CH:2]1. Procedure: Intermediate 2 (31.0 g) was introduced dropwise to a well-stirred solution of Intermediate 16 (50.0 g) in ethyl acetate (500 mL) and triethylamine (25 mL). The reaction temperature was kept below 25° C. throughout by external cooling. Acylation of the starting material was complete after a 1.5 hour stir-out. Water (150 mL) was charged at the end of this period, followed by sufficient 2M hydrochloric acid to lower the pH to 1-1.5. Following separation, the organic phase was washed with water (2×1... Starting materials: O=Cc1cc(Br)ncc1Cl, CO, COC(OC)OC. The product is COC(OC)c1cc(Br)ncc1Cl. Reaction SMILES: [Br:1][c:2]1[n:3][cH:4][c:5]([Cl:10])[c:6]([CH:8]=[O:9])[cH:7]1.[CH3:18][OH:19].[CH:11]([O:12][CH3:13])([O:14][CH3:15])[O:16][CH3:17]>>[Br:1][c:2]1[n:3][cH:4][c:5]([Cl:10])[c:6]([CH:11]([O:12][CH3:13])[O:14][CH3:15])[cH:7]1. Yield: 90.6%. Reaction conditions: temperature 40 celsius, time 30 minute. Reactants: C(=O)NC=1SC=C(N1)C(C(=O)O)=NOCC(C)C (2-(2-Formamidothiazol-4-yl)-2-isobutoxyiminoacetic acid), P(=O)(Cl)(Cl)Cl (phosphoryl chloride), C[Si](C)(C)C(C(=O)N)[Si](C)(C)C (bis(trimethylsilyl)acetamide), NC1[C@@H]2N(C(=C(CS2)O)C(=O)OCC2=CC=C(C=C2)[N+](=O)[O-])C1=O (4-nitrobenzyl 7-amino-3-hydroxy-3-cephem-4-carboxylate), resultant solution. As a reaction SMILES: [CH:1]([NH:3][C:4]1[S:5][CH:6]=[C:7]([C:9](=[N:13][O:14][CH2:15][CH:16]([CH3:18])[CH3:17])[C:10]([OH:12])=O)[N:8]=1)=[O:2].P(Cl)(Cl)(Cl)=O.C[Si](C([Si](C)(C)C)C(N)=O)(C)C.[NH2:36][CH:37]1[C:58](=[O:59])[N:39]2[C:40]([C:45]([O:47][CH2:48][C:49]3[CH:54]=[CH:53][C:52]([N+:55]([O-:57])=[O:56])=[CH:51][CH:50]=3)=[O:46])=[C:41]([OH:44])[CH2:42][S:43][C@H:38]12>C(OCC)(=O)C.O.CN(C)C=O>[CH:1]([NH:3][C:4]1[S:5][CH:6]=[C:7]([C:9](=[N:13][O:14][CH2:15][CH:16]([CH3:18])[CH3:17])[C:10]([NH:36][CH:37]2[C:58](=[O:59])[N:39]3[C:40]([C:45]([O:47][CH2:48][C:49]4[CH:50]=[CH:51][C:52]([N+:55]([O-:57])=[O:56])=[CH:53][CH:54]=4)=[O:46])=[C:41]([OH:44])[CH2:42][S:43][C@H:38]23)=[O:12])[N:8]=1)=[O:2]. Product: C(=O)NC=1SC=C(N1)C(C(=O)NC1[C@@H]2N(C(=C(CS2)O)C(=O)OCC2=CC=C(C=C2)[N+](=O)[O-])C1=O)=NOCC(C)C (4-nitrobenzyl 7-[2-(2-formamidothiazol-4-yl)-2-isobutoxyiminoacetamido]-3-hydroxy-3-cephem-4-carboxylate). The solvent is C(C)(=O)OCC (ethyl acetate), CN(C=O)C (N,N-dimethylformamide), C(C)(=O)OCC (ethyl acetate), O (Water). Procedure details: 2-(2-Formamidothiazol-4-yl)-2-isobutoxyiminoacetic acid (syn isomer, 0.54 g.), N,N-dimethylformamide (0.16 g.), phosphoryl chloride (0.34 g.) and ethyl acetate (10 ml.) were treated in a similar manner to that of Example 15 to give the activated acid solution. On the other hand, trimethylsilyacetamide (1.85 g.) and bis(trimethylsilyl)acetamide (1.62 g.) were added to a suspension of 4-nitrobenzyl 7-amino-3-hydroxy-3-cephem-4-carboxylate (0.7 g.) in ethyl acetate (10 ml.) and stirred at 40° C. fo... Reactants: BrCC=CCN1C(C=2C(C1=O)=CC=CC2)=O (N-(4-bromo-2-butenyl)phthalimide), benzyl 2-(((4-(1,3-dihydro-1,3-dioxo-2M-isoindol-2-yl)-2-butenyl)hydroxyphosphinyl)methyl)-4-phenylbutanoate, C(C)(C)N(CC)C(C)C (Diisopropylethylamine), O,N-bis(trimethylsilyl)acetamide, OP(=O)CC(C(=O)OCC1=CC=CC=C1)CCC1=CC=CC=C1 ((+)-benzyl 2-((hydroxyphosphinyl)methyl)-4-phenylbutanoate). Solvent: ClCCl (Dichloromethane). Run at time 20 hour. Yields the product O=C1N(C(C2=CC=CC=C12)=O)CC=CCP(=O)(O)CC(C(=O)OCC1=CC=CC=C1)CCC1=CC=CC=C1 (Benzyl 2-(((4-(1,3-dihydro-1,3-dioxo-2H-isoindol-2-yl)-2-butenyl)hydroxyphosphinyl)methyl)-4-phenylbutanoate). As a reaction SMILES: [OH:1][PH:2]([CH2:4][CH:5]([CH2:16][CH2:17][C:18]1[CH:23]=[CH:22][CH:21]=[CH:20][CH:19]=1)[C:6]([O:8][CH2:9][C:10]1[CH:15]=[CH:14][CH:13]=[CH:12][CH:11]=1)=[O:7])=[O:3].C(N(C(C)C)CC)(C)C.Br[CH2:34][CH:35]=[CH:36][CH2:37][N:38]1[C:42](=[O:43])[C:41]2=[CH:44][CH:45]=[CH:46][CH:47]=[C:40]2[C:39]1=[O:48]>ClCCl>[O:48]=[C:39]1[C:40]2[C:41](=[CH:44][CH:45]=[CH:46][CH:47]=2)[C:42](=[O:43])[N:38]1[CH2:37][CH:36]=[CH:35][CH2:34][P:2]([CH2:4][CH:5]([CH2:16][CH2:17][C:18]1[CH:23]=[CH:22][CH:21]=[CH:20][CH:19]=1)[C:6]([O:8][CH2:9][C:10]1[CH:11]=[CH:12][CH:13]=[CH:14][CH:15]=1)=[O:7])([OH:1])=[O:3]. Procedure: Dichloromethane (30 mL) was added to (+)-benzyl 2-((hydroxyphosphinyl)methyl)-4-phenylbutanoate (8.10 g, 24.4 mmol) and 4Å molecular sieves (5.0 g). Diisopropylethylamine (4.70 mL, 3.49 g, 27.0 mmol) was added over 5 min. After cooling the reaction mixture in an ice bath, O,N-bis(trimethylsilyl)acetamide (17.7 mL, 14.6 g, 71.6 mmol) was added in one portion, followed in 10 min by N-(4-bromo-2-butenyl)phthalimide (8.80 g, 31.4 mmol). The mixture was allowed to slowly warm to room temperature and ... Reactants: C(C)(C)(C)C1=C(O[Si](Cl)(C)C)C(=CC(=C1)C)C(C)(C)C (2,6-Di-t-butyl-4-methylphenoxydimethylchlorosilane), [S-]C#N.[NH4+] (ammonium thiocyanate), [SiH3]Cl (silyl chloride). Solvent: C1(=CC=CC=C1)C (toluene). Product: C(C)(C)(C)C1=C(O[Si](C)(C)N=C=S)C(=CC(=C1)C)C(C)(C)C (2,6-Di-t-butyl-4-methylphenoxydimethylsilyl isothiocyanate). Yield: 48.0%. As a reaction SMILES: [SiH3]Cl.[C:3]([C:7]1[CH:17]=[C:16]([CH3:18])[CH:15]=[C:14]([C:19]([CH3:22])([CH3:21])[CH3:20])[C:8]=1[O:9][Si:10]([CH3:13])([CH3:12])Cl)([CH3:6])([CH3:5])[CH3:4].[S-:23][C:24]#[N:25].[NH4+]>C1(C)C=CC=CC=1>[C:3]([C:7]1[CH:17]=[C:16]([CH3:18])[CH:15]=[C:14]([C:19]([CH3:22])([CH3:21])[CH3:20])[C:8]=1[O:9][Si:10]([N:25]=[C:24]=[S:23])([CH3:13])[CH3:12])([CH3:6])([CH3:5])[CH3:4] |f:2.3|. Procedure: A mixture of the silyl chloride prepared in (a) above (78 g, 0.25M), ammonium thiocyanate(26 g,0.28M) and toluene was refluxed for 48 hours. The mixture was filtered and the filtrate evaporated; recrystallisation of the residue from acetonitrile gave the title compound (40 g, 48%) m.p. 83°-4°. (Found: C, 64.8; H, 9.0; N, 4.05. C18H29 The reactants are CCC(NC(=O)C(NC(=O)OCc1ccccc1)c1ccc(O)cc1)C(=O)OC(C)(C)C, CS(=O)(=O)O, CCO. The product is CCC(NC(=O)C(N)c1ccc(O)cc1)C(=O)OC(C)(C)C. Reaction SMILES: [CH2:1]([O:2][C:3](=[O:4])[NH:11][CH:12]([c:13]1[cH:14][cH:15][c:16]([OH:19])[cH:17][cH:18]1)[C:20]([NH:21][CH:22]([CH2:23][CH3:24])[C:25](=[O:26])[O:27][C:28]([CH3:29])([CH3:30])[CH3:31])=[O:32])[c:5]1[cH:6][cH:7][cH:8][cH:9][cH:10]1.[CH3:33][S:34](=[O:35])(=[O:36])[OH:37].[CH3:38][CH2:39][OH:40]>>[NH2:11][CH:12]([c:13]1[cH:14][cH:15][c:16]([OH:19])[cH:17][cH:18]1)[C:20]([NH:21][CH:22]([CH2:23][CH3:24])[C:25](=[O:26])[O:27][C:28]([CH3:29])([CH3:30])[CH3:31])=[O:32]. Reactants: ice water, OC1=CC=C(C=C1)C(C)(C)C1=CC=C(C=C1)O (Bisphenol A), C(C1=CC=C(C=C1)OC)(=O)O (p-anisic acid). The solvent is C(C1=CC=C(C=C1)OC)(=O)Cl (p-anisoyl chloride). Conditions: temperature 80 celsius. Product: C(C1=CC=C(C=C1)OC)(=O)O.C(C1=CC=C(C=C1)OC)(=O)O.OC1=CC=C(C=C1)C(C)(C)C1=CC=C(C=C1)O (Bisphenol A dianisoate). Reaction SMILES: [OH:1][C:2]1[CH:7]=[CH:6][C:5]([C:8]([C:11]2[CH:16]=[CH:15][C:14]([OH:17])=[CH:13][CH:12]=2)([CH3:10])[CH3:9])=[CH:4][CH:3]=1.[C:18]([OH:28])(=[O:27])[C:19]1[CH:24]=[CH:23][C:22]([O:25][CH3:26])=[CH:21][CH:20]=1>C(Cl)(=O)C1C=CC(OC)=CC=1>[C:18]([OH:28])(=[O:27])[C:19]1[CH:20]=[CH:21][C:22]([O:25][CH3:26])=[CH:23][CH:24]=1.[C:18]([OH:28])(=[O:27])[C:19]1[CH:20]=[CH:21][C:22]([O:25][CH3:26])=[CH:23][CH:24]=1.[OH:1][C:2]1[CH:3]=[CH:4][C:5]([C:8]([C:11]2[CH:12]=[CH:13][C:14]([OH:17])=[CH:15][CH:16]=2)([CH3:10])[CH3:9])=[CH:6][CH:7]=1 |f:3.4.5|. Reported procedure: A mixture of 5 grams of Bisphenol A in 10 grams of p-anisoyl chloride is heated at about 80° C. for one hour. The resulting solution is slowly poured into about 600 grams of ice-water, causing the formation of white solid which is the mixture of the product and p-anisic acid. The solid is extracted with 200 ml. of toluene. The extract is washed with a 2% sodium hydroxide solution twice followed by water wash until the washing is neutral. The toluene solution is dried over anhydrous sodium sulfat... The reactants are C1(CCCC1)=O (cyclopentanone), Cl (hydrochloric acid), ClC1=CC=C(C=C1)Br (p-chlorophenyl bromide), [Mg] (magnesium), ClC1=CC=C(C=C1)[Mg]Br (p-chlorophenyl magnesium bromide). The solvent is CCOCC (ether), CCOCC (ether). Run at time 8 hour. Product: ClC1=CC=C(C=C1)C1=CCCC1 (1-(p-chlorophenyl)cyclopentene). As a reaction SMILES: [Cl:1][C:2]1[CH:7]=[CH:6][C:5](Br)=[CH:4][CH:3]=1.[Mg].Cl[C:11]1[CH:16]=[CH:15][C:14]([Mg]Br)=[CH:13]C=1.C1(=O)CCCC1.Cl>CCOCC>[Cl:1][C:2]1[CH:7]=[CH:6][C:5]([C:13]2[CH2:14][CH2:15][CH2:16][CH:11]=2)=[CH:4][CH:3]=1. Procedure details: From 575 g of p-chlorophenyl bromide and 78 g of magnesium turnings in 2.6 liters of anhydrous ether was prepared p-chlorophenyl magnesium bromide to which was added dropwise a solution of 252 g of cyclopentanone in 1 liter of ether. The mixture was stirred overnight and was decomposed by careful addition of dilute hydrochloric acid. The organic phase was separated, washed and dried, and the solvent was evaporated. The resulting solid was recrystallized from ethanol to give 316 g of 1-(p-chlorop...